This data is from the Open Reaction Database (ORD), a public repository of structured organic reaction records. The task is: describe an organic reaction: reactants, conditions, products, and yield The reactants are CCn1c(=O)n(CC)c2cc(-c3cnn(CCOS(C)(=O)=O)c3-c3cccc(C)c3)ccc21, C1COCCN1, CO. The product is CCn1c(=O)n(CC)c2cc(-c3cnn(CCN4CCOCC4)c3-c3cccc(C)c3)ccc21. As a reaction SMILES: [CH2:1]([CH3:2])[n:3]1[c:4](=[O:33])[n:5]([CH2:31][CH3:32])[c:6]2[c:7]1[cH:8][cH:9][c:10](-[c:12]1[cH:13][n:14][n:15]([CH2:24][CH2:25][O:26][S:27]([CH3:28])(=[O:29])=[O:30])[c:16]1-[c:17]1[cH:18][c:19]([CH3:23])[cH:20][cH:21][cH:22]1)[cH:11]2.[CH2:34]1[CH2:35][O:36][CH2:37][CH2:38][NH:39]1.[CH3:40][OH:41]>>[CH2:1]([CH3:2])[n:3]1[c:4](=[O:33])[n:5]([CH2:31][CH3:32])[c:6]2[c:7]1[cH:8][cH:9][c:10](-[c:12]1[cH:13][n:14][n:15]([CH2:24][CH2:25][N:39]3[CH2:34][CH2:35][O:36][CH2:37][CH2:38]3)[c:16]1-[c:17]1[cH:18][c:19]([CH3:23])[cH:20][cH:21][cH:22]1)[cH:11]2. The reactants are Cl, O=Cc1c(-c2ccc(F)cc2)cc2c3c1ccn3C(=O)CNC2, NO, c1ccncc1. Yields the product O=C1CNCc2cc(-c3ccc(F)cc3)c(C=NO)c3ccn1c23. As a reaction SMILES: [ClH:1].[F:4][c:5]1[cH:6][cH:7][c:8](-[c:11]2[c:12]([CH:25]=[O:26])[c:13]3[cH:14][cH:15][n:16]4[c:17]3[c:18]([cH:19]2)[CH2:20][NH:21][CH2:22][C:23]4=[O:24])[cH:9][cH:10]1.[NH2:2][OH:3].[cH:27]1[cH:28][cH:29][n:30][cH:31][cH:32]1>>[N:2]([OH:3])=[CH:25][c:12]1[c:11](-[c:8]2[cH:7][cH:6][c:5]([F:4])[cH:10][cH:9]2)[cH:19][c:18]2[c:17]3[c:13]1[cH:14][cH:15][n:16]3[C:23](=[O:24])[CH2:22][NH:21][CH2:20]2.